Dataset: the Open Reaction Database (ORD), a public repository of structured organic reaction records. Task: describe an organic reaction: reactants, conditions, products, and yield Reactants: Cc1ccccc1, COc1ccc(Cl)cc1, OB(O)c1ccccc1, CC(C)(C)P(C(C)(C)C)C1(C)CC1(c1ccccc1)c1ccccc1. The product is COc1ccc(-c2ccccc2)cc1. Reaction SMILES: [CH3:44][c:45]1[cH:46][cH:47][cH:48][cH:49][cH:50]1.[Cl:1][c:2]1[cH:3][cH:4][c:5]([O:8][CH3:9])[cH:6][cH:7]1.[OH:10][B:11]([OH:12])[c:13]1[cH:14][cH:15][cH:16][cH:17][cH:18]1.[c:19]1([C:20]2([c:21]3[cH:22][cH:23][cH:24][cH:25][cH:26]3)[CH2:27][C:28]2([P:29]([C:30]([CH3:31])([CH3:32])[CH3:33])[C:34]([CH3:35])([CH3:36])[CH3:37])[CH3:38])[cH:39][cH:40][cH:41][cH:42][cH:43]1>>[c:2]1(-[c:13]2[cH:14][cH:15][cH:16][cH:17][cH:18]2)[cH:3][cH:4][c:5]([O:8][CH3:9])[cH:6][cH:7]1. Reactants: ClC1=CC=C2C(C(=CN(C2=C1)C)C(=O)O)=O (7-chloro-1-methyl-4-oxo-1,4-dihydro-quinoline-3-carboxylic acid), O=S(Cl)Cl (SOCl2), CCO (EtOH), CCO (EtOH). The product is ClC1=CC=C2C(C(=CN(C2=C1)C)C(=O)OCC)=O (ethyl 7-chloro-1-methyl-4-oxo-1,4-dihydroquinoline-3-carboxylate). Reaction SMILES: [Cl:1][C:2]1[CH:11]=[C:10]2[C:5]([C:6](=[O:16])[C:7]([C:13]([OH:15])=[O:14])=[CH:8][N:9]2[CH3:12])=[CH:4][CH:3]=1.O=S(Cl)Cl.[CH3:21][CH2:22]O>>[Cl:1][C:2]1[CH:11]=[C:10]2[C:5]([C:6](=[O:16])[C:7]([C:13]([O:15][CH2:21][CH3:22])=[O:14])=[CH:8][N:9]2[CH3:12])=[CH:4][CH:3]=1. Reported procedure: A solution of 7-chloro-1-methyl-4-oxo-1,4-dihydro-quinoline-3-carboxylic acid (0.50 g, 2.10 mmol) and SOCl2 (2.0 mL) in EtOH (15.0 mL) was heated to 78° C. for 6 h. After the completion of reaction (TLC monitoring), EtOH was distilled off, added water and extracted with EtOAc (3×70 mL). The combined organics was washed with saturated NaHCO3 solution, dried (Na2SO4), filtered and concentrated to obtain the desired product in quantitative yields. The reactants are [Br-], [Br-], [Br-], Cc1cc(Cl)cc(C)c1-n1cc(C(=O)Cc2ccc(F)cc2F)ccc1=O, C1CCOC1, C[N+](C)(C)c1ccccc1, C[N+](C)(C)c1ccccc1, C[N+](C)(C)c1ccccc1. Yields the product Cc1cc(Cl)cc(C)c1-n1cc(C(=O)C(Br)c2ccc(F)cc2F)ccc1=O. As a reaction SMILES: [Br-:28].[Br-:29].[Br-:30].[Cl:1][c:2]1[cH:3][c:4]([CH3:27])[c:5](-[n:9]2[c:10](=[O:26])[cH:11][cH:12][c:13]([C:15]([CH2:16][c:17]3[c:18]([F:24])[cH:19][c:20]([F:23])[cH:21][cH:22]3)=[O:25])[cH:14]2)[c:6]([CH3:8])[cH:7]1.[O:61]1[CH2:62][CH2:63][CH2:64][CH2:65]1.[c:31]1([N+:32]([CH3:33])([CH3:34])[CH3:35])[cH:36][cH:37][cH:38][cH:39][cH:40]1.[c:41]1([N+:42]([CH3:43])([CH3:44])[CH3:45])[cH:46][cH:47][cH:48][cH:49][cH:50]1.[c:51]1([N+:52]([CH3:53])([CH3:54])[CH3:55])[cH:56][cH:57][cH:58][cH:59][cH:60]1>>[Cl:1][c:2]1[cH:3][c:4]([CH3:27])[c:5](-[n:9]2[c:10](=[O:26])[cH:11][cH:12][c:13]([C:15]([CH:16]([c:17]3[c:18]([F:24])[cH:19][c:20]([F:23])[cH:21][cH:22]3)[Br:28])=[O:25])[cH:14]2)[c:6]([CH3:8])[cH:7]1. Starting materials: CC(C)(C)c1cccc(C(CCO)NC(=O)c2c(F)cccc2F)c1, O=C(NC(CCO)c1ccc(Cl)cc1)c1c(F)cccc1F. The product is CC(C)(C)c1cccc(C2CCOC(c3c(F)cccc3F)=N2)c1. RXN SMILES: [F:1][c:2]1[c:3]([C:4](=[O:5])[NH:6][CH:7]([CH2:8][CH2:9][OH:10])[c:11]2[cH:12][c:13]([C:17]([CH3:18])([CH3:19])[CH3:20])[cH:14][cH:15][cH:16]2)[c:21]([F:25])[cH:22][cH:23][cH:24]1.[F:26][c:27]1[cH:28][cH:29][cH:30][c:31]([F:32])[c:33]1[C:34]([NH:35][CH:36]([c:37]1[cH:38][cH:39][c:40]([Cl:41])[cH:42][cH:43]1)[CH2:44][CH2:45][OH:46])=[O:47]>>[F:1][c:2]1[c:3]([C:4]2=[N:6][CH:7]([c:11]3[cH:12][c:13]([C:17]([CH3:18])([CH3:19])[CH3:20])[cH:14][cH:15][cH:16]3)[CH2:8][CH2:9][O:10]2)[c:21]([F:25])[cH:22][cH:23][cH:24]1. Reactants: CC(=O)c1cc(S(=O)(=O)N(C)CC(O)c2ccc(F)cc2)c(NC(=O)OC(C)(C)C)s1, O, O=C(O)C(F)(F)F. Product: CC(=O)c1cc(S(=O)(=O)N(C)CC(O)c2ccc(F)cc2)c(N)s1. As a reaction SMILES: [C:1]([O:2][C:3](=[O:4])[NH:7][c:8]1[s:9][c:10]([C:28]([CH3:29])=[O:30])[cH:11][c:12]1[S:13]([N:14]([CH3:15])[CH2:16][CH:17]([OH:18])[c:19]1[cH:20][cH:21][c:22]([F:25])[cH:23][cH:24]1)(=[O:26])=[O:27])([CH3:5])([CH3:6])[CH3:31].[OH2:39].[OH:32][C:33]([C:34]([F:35])([F:36])[F:37])=[O:38]>>[NH2:7][c:8]1[s:9][c:10]([C:28]([CH3:29])=[O:30])[cH:11][c:12]1[S:13]([N:14]([CH3:15])[CH2:16][CH:17]([OH:18])[c:19]1[cH:20][cH:21][c:22]([F:25])[cH:23][cH:24]1)(=[O:26])=[O:27]. Reactants: BrC=1C=C(OCCN(C)C)C=CC1 ([2-(3-bromo-phenoxy)-ethyl]-dimethyl-amine), CC1(OB(OC1(C)C)C1=C(C=C(C=C1)OC1=CC=CC=C1)C)C (4,4,5,5-tetramethyl-2-(2-methyl-4-phenoxy-phenyl)-[1,3,2]dioxaborolane). The product is CN(CCOC1=CC(=CC=C1)B1OC(C(O1)(C)C)(C)C)C (Dimethyl-{2-[3-(4,4,5,5-tetramethyl-[1,3,2]dioxaborolan-2-yl)-phenoxy]-ethyl}-amine). Reaction SMILES: Br[C:2]1[CH:3]=[C:4]([CH:11]=[CH:12][CH:13]=1)[O:5][CH2:6][CH2:7][N:8]([CH3:10])[CH3:9].[CH3:14][C:15]1([CH3:36])[C:19]([CH3:21])([CH3:20])[O:18][B:17](C2C=CC(OC3C=CC=CC=3)=CC=2C)[O:16]1>>[CH3:9][N:8]([CH3:10])[CH2:7][CH2:6][O:5][C:4]1[CH:11]=[CH:12][CH:13]=[C:2]([B:17]2[O:18][C:19]([CH3:21])([CH3:20])[C:15]([CH3:36])([CH3:14])[O:16]2)[CH:3]=1. Procedure details: Prepared from [2-(3-bromo-phenoxy)-ethyl]-dimethyl-amine according to general Method I for borylation described above for preparation of 4,4,5,5-tetramethyl-2-(2-methyl-4-phenoxy-phenyl)-[1,3,2]dioxaborolane.